Dataset: the Open Reaction Database (ORD), a public repository of structured organic reaction records. Task: describe an organic reaction: reactants, conditions, products, and yield Starting materials: C[n+]1ccc2c(Br)ccc([N+](=O)[O-])c2c1, O=C([O-])[O-], ClCCl, [Na+], [Na+], Cc1ccc(S(=O)(=O)[O-])cc1, OO. Yields the product Cn1ccc2c(Br)ccc([N+](=O)[O-])c2c1=O. As a reaction SMILES: [Br:12][c:13]1[c:14]2[cH:15][cH:16][n+:17]([CH3:26])[cH:18][c:19]2[c:20]([N+:23](=[O:24])[O-:25])[cH:21][cH:22]1.[C:27](=[O:28])([O-:29])[O-:30].[Cl:35][CH2:36][Cl:37].[Na+:31].[Na+:32].[O-:1][S:2]([c:3]1[cH:4][cH:5][c:6]([CH3:7])[cH:8][cH:9]1)(=[O:10])=[O:11].[OH:33][OH:34]>>[O:1]=[c:18]1[n:17]([CH3:26])[cH:16][cH:15][c:14]2[c:13]([Br:12])[cH:22][cH:21][c:20]([N+:23](=[O:24])[O-:25])[c:19]21. Reactants: O=C1OC(=O)C2CCCCC12, ClCCl, Cl, O=S(=O)([O-])C(F)(F)CO, c1ccc([S+](c2ccccc2)c2ccccc2)cc1. Product: O=C(O)C1CCCCC1C(=O)OCC(F)(F)S(=O)(=O)O, c1ccc([S+](c2ccccc2)c2ccccc2)cc1. As a reaction SMILES: [CH:29]12[CH:30]([CH2:31][CH2:32][CH2:33][CH2:34]1)[C:35](=[O:36])[O:37][C:38]2=[O:39].[Cl:41][CH2:42][Cl:43].[ClH:40].[F:1][C:2]([CH2:3][OH:4])([S:5](=[O:6])(=[O:7])[O-:8])[F:9].[c:10]1([S+:16]([c:17]2[cH:18][cH:19][cH:20][cH:21][cH:22]2)[c:23]2[cH:24][cH:25][cH:26][cH:27][cH:28]2)[cH:11][cH:12][cH:13][cH:14][cH:15]1>>[F:1][C:2]([CH2:3][O:4][C:38]([CH:29]1[CH:30]([C:35](=[O:36])[OH:37])[CH2:31][CH2:32][CH2:33][CH2:34]1)=[O:39])([S:5](=[O:6])(=[O:7])[OH:8])[F:9].[c:10]1([S+:16]([c:17]2[cH:18][cH:19][cH:20][cH:21][cH:22]2)[c:23]2[cH:24][cH:25][cH:26][cH:27][cH:28]2)[cH:11][cH:12][cH:13][cH:14][cH:15]1. Reactants: Cc1ccccc1, O=C(Cl)OC(Cl)(Cl)Cl, Nc1c(F)cc(Cl)cc1F. The product is O=C=Nc1c(F)cc(Cl)cc1F. RXN SMILES: [CH3:19][c:20]1[cH:21][cH:22][cH:23][cH:24][cH:25]1.[Cl:11][C:12](=[O:13])[O:14][C:15]([Cl:16])([Cl:17])[Cl:18].[Cl:1][c:2]1[cH:3][c:4]([F:10])[c:5]([NH2:6])[c:7]([F:9])[cH:8]1>>[Cl:1][c:2]1[cH:3][c:4]([F:10])[c:5]([N:6]=[C:12]=[O:13])[c:7]([F:9])[cH:8]1.